From a dataset of the Open Reaction Database (ORD), a public repository of structured organic reaction records. describe an organic reaction: reactants, conditions, products, and yield Starting materials: C(C1=CC=CC=C1)OC(=O)N1C[C@H]([C@@H](C1)C1(CC1)C(=O)OCC)F (1-Benzyloxycarbonyl-4-(R)-(1-ethoxycarbonylcyclopropyl)-3-(S)-fluoropyrrolidine), [OH-].[Na+] (sodium hydroxide). The solvent is C(C)O (ethanol). Conditions: time 18 hour. Product: C(C1=CC=CC=C1)OC(=O)N1C[C@@H]([C@H](C1)F)C1(CC1)C(=O)O (1-[1-Benzyloxycarbonyl-4-(R)-fluoro-3-(S)-pyrrolidinyl]cyclopropanecarboxylic acid). Yield: 98.3%. Reaction SMILES: [CH2:1]([O:8][C:9]([N:11]1[CH2:15][C@@H:14]([C:16]2([C:19]([O:21]CC)=[O:20])[CH2:18][CH2:17]2)[C@H:13]([F:24])[CH2:12]1)=[O:10])[C:2]1[CH:7]=[CH:6][CH:5]=[CH:4][CH:3]=1.[OH-].[Na+]>C(O)C>[CH2:1]([O:8][C:9]([N:11]1[CH2:12][C@H:13]([F:24])[C@@H:14]([C:16]2([C:19]([OH:21])=[O:20])[CH2:18][CH2:17]2)[CH2:15]1)=[O:10])[C:2]1[CH:7]=[CH:6][CH:5]=[CH:4][CH:3]=1 |f:1.2|. Reported procedure: 1-Benzyloxycarbonyl-4-(R)-(1-ethoxycarbonylcyclopropyl)-3-(S)-fluoropyrrolidine (3.715 g, 11.08 mmol) was dissolved in ethanol (110 ml), and 10 N sodium hydroxide aqueous solution (11 ml) was added dropwise to the thus prepared solution which was cooled in an ice bath. The reaction solution was stirred at room temperature for 18 hours and then ethanol was evaporated under reduced pressure. The thus obtained residue was mixed with water (50 ml) and washed with dichloromethane (50 ml×2). The thus ... The reactants are C(CCC)OC(=O)C=1N=C(C2=CC=CC=C2C1O)Cl (1-chloro-4-hydroxy-isoquinoline-3-carboxylic acid butyl ester), COC1=CC=C(C=C1)O (4-methoxy-phenol). Yields the product C(CCC)OC(=O)C=1N=C(C2=CC=CC=C2C1O)OC1=CC=C(C=C1)OC (4-Hydroxy-1-(4-methoxy-phenoxy)-isoquinoline-3-carboxylic acid butyl ester). As a reaction SMILES: [CH2:1]([O:5][C:6]([C:8]1[N:9]=[C:10](Cl)[C:11]2[C:16]([C:17]=1[OH:18])=[CH:15][CH:14]=[CH:13][CH:12]=2)=[O:7])[CH2:2][CH2:3][CH3:4].[CH3:20][O:21][C:22]1[CH:27]=[CH:26][C:25]([OH:28])=[CH:24][CH:23]=1>>[CH2:1]([O:5][C:6]([C:8]1[N:9]=[C:10]([O:28][C:25]2[CH:26]=[CH:27][C:22]([O:21][CH3:20])=[CH:23][CH:24]=2)[C:11]2[C:16]([C:17]=1[OH:18])=[CH:15][CH:14]=[CH:13][CH:12]=2)=[O:7])[CH2:2][CH2:3][CH3:4]. Procedure: Synthesized from 1-chloro-4-hydroxy-isoquinoline-3-carboxylic acid butyl ester and 4-methoxy-phenol in analogy to Example D-20 d); MS-(+)-ion: M+1=368.1. Starting materials: CC(C)(C)OC(=O)NC(Cc1c[nH]c2ccccc12)C(=O)O, CCCCS(=O)(=O)[N-][Si](C)(C)C, CN(C)c1ccccn1, [F-], C1CCOC1, O=C(O)CC(O)(CC(=O)O)C(=O)O. Yields the product CCCCS(=O)(=O)NC(=O)C(Cc1c[nH]c2ccccc12)NC(=O)OC(C)(C)C. RXN SMILES: [C:14]([CH3:15])([CH3:16])([CH3:17])[O:18][C:19](=[O:20])[NH:21][CH:22]([CH2:23][c:24]1[cH:25][nH:26][c:27]2[cH:28][cH:29][cH:30][cH:31][c:32]12)[C:33](=[O:34])[OH:35].[CH2:1]([CH2:2][CH2:3][CH3:4])[S:5](=[O:6])(=[O:7])[N-:8][Si:9]([CH3:10])([CH3:11])[CH3:12].[CH3:36][N:37]([c:38]1[cH:39][cH:40][cH:41][cH:42][n:43]1)[CH3:44].[F-:13].[O:45]1[CH2:46][CH2:47][CH2:48][CH2:49]1.[OH:50][C:51]([CH2:52][C:53]([C:54](=[O:55])[OH:56])([CH2:57][C:58](=[O:59])[OH:60])[OH:61])=[O:62]>>[CH2:1]([CH2:2][CH2:3][CH3:4])[S:5](=[O:6])(=[O:7])[NH:8][C:33]([CH:22]([NH:21][C:19]([O:18][C:14]([CH3:15])([CH3:16])[CH3:17])=[O:20])[CH2:23][c:24]1[cH:25][nH:26][c:27]2[cH:28][cH:29][cH:30][cH:31][c:32]12)=[O:34]. Reactants: CCCCP(=CC#N)(CCCC)CCCC, Cc1ccccc1, CCCCCC, O=S(=O)(Cc1cc(F)ccc1F)c1ccc(Cl)cc1, OCCc1ccccc1. Product: O=S(=O)(c1ccc(Cl)cc1)C(CCc1ccccc1)c1cc(F)ccc1F. RXN SMILES: [C:29]([CH:30]=[P:31]([CH2:32][CH2:33][CH2:34][CH3:35])([CH2:36][CH2:37][CH2:38][CH3:39])[CH2:40][CH2:41][CH2:42][CH3:43])#[N:44].[CH3:45][c:46]1[cH:47][cH:48][cH:49][cH:50][cH:51]1.[CH3:52][CH2:53][CH2:54][CH2:55][CH2:56][CH3:57].[Cl:1][c:2]1[cH:3][cH:4][c:5]([S:8](=[O:9])(=[O:10])[CH2:11][c:12]2[c:13]([F:19])[cH:14][cH:15][c:16]([F:18])[cH:17]2)[cH:6][cH:7]1.[c:20]1([CH2:26][CH2:27][OH:28])[cH:21][cH:22][cH:23][cH:24][cH:25]1>>[Cl:1][c:2]1[cH:3][cH:4][c:5]([S:8](=[O:9])(=[O:10])[CH:11]([c:12]2[c:13]([F:19])[cH:14][cH:15][c:16]([F:18])[cH:17]2)[CH2:27][CH2:26][c:20]2[cH:21][cH:22][cH:23][cH:24][cH:25]2)[cH:6][cH:7]1. Yields the product O=C(Nc1cc(Oc2ccc3c(c2)c(Cl)cn3C(=O)Nc2ccccc2)ccn1)C1CCNCC1. The reactants are O=C(O)O, CC(C)(C)OC(=O)N1CCC(C(=O)Nc2cc(Oc3ccc4c(c3)c(Cl)cn4C(=O)Nc3ccccc3)ccn2)CC1, [Na+], [OH-], O, O=C(O)C(F)(F)F. Reaction SMILES: [C:44](=[O:45])([OH:46])[OH:47].[NH:1]([c:2]1[cH:3][cH:4][cH:5][cH:6][cH:7]1)[C:8](=[O:9])[n:10]1[cH:11][c:12]([Cl:42])[c:13]2[cH:14][c:15]([O:19][c:20]3[cH:21][c:22]([NH:26][C:27](=[O:28])[CH:29]4[CH2:30][CH2:31][N:32]([C:35]([O:36][C:37]([CH3:38])([CH3:39])[CH3:40])=[O:41])[CH2:33][CH2:34]4)[n:23][cH:24][cH:25]3)[cH:16][cH:17][c:18]12.[Na+:49].[OH-:48].[OH2:43].[OH:50][C:51]([C:52]([F:53])([F:54])[F:55])=[O:56]>>[NH:1]([c:2]1[cH:3][cH:4][cH:5][cH:6][cH:7]1)[C:8](=[O:9])[n:10]1[cH:11][c:12]([Cl:42])[c:13]2[cH:14][c:15]([O:19][c:20]3[cH:21][c:22]([NH:26][C:27](=[O:28])[CH:29]4[CH2:30][CH2:31][NH:32][CH2:33][CH2:34]4)[n:23][cH:24][cH:25]3)[cH:16][cH:17][c:18]12.